This data is from the Open Reaction Database (ORD), a public repository of structured organic reaction records. The task is: describe an organic reaction: reactants, conditions, products, and yield Reactants: COC=1C=C(C=CC1B1OC(C(O1)(C)C)(C)C)C=1OC2=C(N1)C=CC=C2 (2-[3-methoxy-4-(4,4,5,5-tetramethyl-1,3,2-dioxaborolan-2-yl)phenyl]-1,3-benzoxazole), BrC1=NC=CC=C1 (2-bromopyridine). The reagents and catalysts are C=1C=CC(=CC1)[P](C=2C=CC=CC2)(C=3C=CC=CC3)[Pd]([P](C=4C=CC=CC4)(C=5C=CC=CC5)C=6C=CC=CC6)([P](C=7C=CC=CC7)(C=8C=CC=CC8)C=9C=CC=CC9)[P](C=1C=CC=CC1)(C=1C=CC=CC1)C=1C=CC=CC1 (Pd(Ph3P)4). Conditions: temperature 80 celsius, time 24 hour. The product is EtOAc hexanes, BrC1=CC=CC(=N1)C1=C(C=C(C=C1)C=1OC2=C(N1)C=CC=C2)OC (2-[4-(6-bromopyridin-2-yl)-3-methoxyphenyl]-1,3-benzoxazole). Reaction SMILES: [CH3:1][O:2][C:3]1[CH:4]=[C:5]([C:18]2[O:19][C:20]3[CH:26]=[CH:25][CH:24]=[CH:23][C:21]=3[N:22]=2)[CH:6]=[CH:7][C:8]=1B1OC(C)(C)C(C)(C)O1.[Br:27][C:28]1[CH:33]=[CH:32][CH:31]=[CH:30][N:29]=1>C1C=CC([P]([Pd]([P](C2C=CC=CC=2)(C2C=CC=CC=2)C2C=CC=CC=2)([P](C2C=CC=CC=2)(C2C=CC=CC=2)C2C=CC=CC=2)[P](C2C=CC=CC=2)(C2C=CC=CC=2)C2C=CC=CC=2)(C2C=CC=CC=2)C2C=CC=CC=2)=CC=1>[Br:27][C:28]1[N:29]=[C:30]([C:8]2[CH:7]=[CH:6][C:5]([C:18]3[O:19][C:20]4[CH:26]=[CH:25][CH:24]=[CH:23][C:21]=4[N:22]=3)=[CH:4][C:3]=2[O:2][CH3:1])[CH:31]=[CH:32][CH:33]=1 |^1:37,39,58,77|. Procedure details: 2-[3-methoxy-4-(4,4,5,5-tetramethyl-1,3,2-dioxaborolan-2-yl)phenyl]-1,3-benzoxazole (200 mg, 0.57 mmol) CsF (350 mg, 2.3 mmol), Pd(Ph3P)4 (65 mg, 0.057 mmol), and 2-bromopyridine (140 mg, 0.57 mmol) were combined in a 2-neck flask. The flask was evacuated and filled with argon and DME (5 mL) was added. The suspension was deoxygenated with a stream of argon for 10 min. The reaction mixture was stirred under argon at 80° C. for 24 h. Crude mixture was adsorbed onto silica gel and purified by autom... Reactants: Example 24-7, O (Water), CNC(OC1=CC=CC=C1)=O (Phenyl methylcarbamate), [H-].[Na+] (sodium hydride), C(C)OCCOC1=C(C=C2C=CNC2=C1)OC1=CC(=NC=C1)N (4-((6-(2-ethoxyethoxy)-1H-indol-5-yl)oxy)pyridin-2-amine), Example 1-7. Solvent: CN(C=O)C (N,N-dimethylformamide), C(C)(=O)OCC (ethyl acetate). Conditions: time 10 minute. The product is NC1=NC=CC(=C1)OC=1C=C2C=CN(C2=CC1OCCOCC)C(=O)NC (5-((2-Aminopyridin-4-yl)oxy)-6-(2-ethoxyethoxy)-N-methyl-1H-indole-1-carboxamide). The yield is 87.0%. RXN SMILES: [H-].[Na+].[CH2:3]([O:5][CH2:6][CH2:7][O:8][C:9]1[CH:17]=[C:16]2[C:12]([CH:13]=[CH:14][NH:15]2)=[CH:11][C:10]=1[O:18][C:19]1[CH:24]=[CH:23][N:22]=[C:21]([NH2:25])[CH:20]=1)[CH3:4].[CH3:26][NH:27][C:28](=O)[O:29]C1C=CC=CC=1.O>CN(C)C=O.C(OCC)(=O)C>[NH2:25][C:21]1[CH:20]=[C:19]([O:18][C:10]2[CH:11]=[C:12]3[C:16](=[CH:17][C:9]=2[O:8][CH2:7][CH2:6][O:5][CH2:3][CH3:4])[N:15]([C:28]([NH:27][CH3:26])=[O:29])[CH:14]=[CH:13]3)[CH:24]=[CH:23][N:22]=1 |f:0.1|. Procedure: 50-72% Oily sodium hydride (265 mg) was added to a solution of 4-((6-(2-ethoxyethoxy)-1H-indol-5-yl)oxy)pyridin-2-amine described in Production Example 24-7 (1.92 g, 6.13 mmol) in N,N-dimethylformamide (20 mL) under nitrogen atmosphere at 0° C. The reaction liquid was stirred at the same temperature for 10 minutes. Phenyl methylcarbamate described in Production Example 1-7 (1.20 g, 7.97 mmol) was added to the reaction liquid, and then the mixture was warmed to mom temperature and stirred for 1 h... Reactants: O=c1ncc(Cl)c[nH]1, ClCOCc1cccs1, Cl. Product: O=c1ncc(Cl)cn1COCc1cccs1. RXN SMILES: [Cl:11][c:12]1[cH:13][n:14][c:15](=[O:18])[nH:16][cH:17]1.[Cl:1][CH2:2][O:3][CH2:4][c:5]1[s:6][cH:7][cH:8][cH:9]1.[ClH:10]>>[CH2:2]([O:3][CH2:4][c:5]1[s:6][cH:7][cH:8][cH:9]1)[n:16]1[c:15](=[O:18])[n:14][cH:13][c:12]([Cl:11])[cH:17]1. Reactants: NCC1N(CCC(C1)(F)F)C(=O)C1=C(C=CC(=C1)C)N1N=CC=N1 ((2-(aminomethyl)-4,4-difluoropiperidin-1-yl)(5-methyl-2-(2H-1,2,3-triazol-2-yl)phenyl)methanone), ClC1=NC=C(C=N1)C(F)(F)F (2-chloro-5-(trifluoromethyl)pyrimidine). Yields the product FC1(C[C@H](N(CC1)C(=O)C1=C(C=CC(=C1)C)N1N=CC=N1)CNC1=NC=C(C=N1)C(F)(F)F)F ((S)-(4,4-Difluoro-2-(((5-(trifluoromethyl)pyrimidin-2-yl)amino)methyl)piperidin-1-yl)(5-methyl-2-(2H-1,2,3-triazol-2-yl)phenyl)methanone). Reaction SMILES: [NH2:1][CH2:2][CH:3]1[CH2:8][C:7]([F:10])([F:9])[CH2:6][CH2:5][N:4]1[C:11]([C:13]1[CH:18]=[C:17]([CH3:19])[CH:16]=[CH:15][C:14]=1[N:20]1[N:24]=[CH:23][CH:22]=[N:21]1)=[O:12].Cl[C:26]1[N:31]=[CH:30][C:29]([C:32]([F:35])([F:34])[F:33])=[CH:28][N:27]=1>>[F:9][C:7]1([F:10])[CH2:6][CH2:5][N:4]([C:11]([C:13]2[CH:18]=[C:17]([CH3:19])[CH:16]=[CH:15][C:14]=2[N:20]2[N:24]=[CH:23][CH:22]=[N:21]2)=[O:12])[C@H:3]([CH2:2][NH:1][C:26]2[N:31]=[CH:30][C:29]([C:32]([F:35])([F:34])[F:33])=[CH:28][N:27]=2)[CH2:8]1. Procedure details: The title compound was prepared following the same general protocol as described for Example A45 using (2-(aminomethyl)-4,4-difluoropiperidin-1-yl)(5-methyl-2-(2H-1,2,3-triazol-2-yl)phenyl)methanone and 2-chloro-5-(trifluoromethyl)pyrimidine. MS (ESI) 482 (M+H). Reactants: C(C1=CC=CC=C1)(=O)N1CC(CCC1)C(=O)Cl (1-benzoyl-3-piperidinecarbonyl chloride), C(C1=CC=CC=C1)(=O)N1C[C@H](CCC1)C(=O)O ((S)-1-benzoyl-3-piperidinecarboxylic acid), S(=O)(Cl)Cl (thionyl chloride). Run in ClCCl (dichloromethane). Yields the product C(C1=CC=CC=C1)(=O)N1C[C@H](CCC1)C(=O)Cl ((S)-1-benzoyl-3-piperidinecarbonyl chloride). RXN SMILES: [C:1]([N:9]1[CH2:14][CH2:13][CH2:12][CH:11]([C:15]([Cl:17])=[O:16])[CH2:10]1)(=[O:8])[C:2]1[CH:7]=[CH:6][CH:5]=[CH:4][CH:3]=1.C(N1CCC[C@H](C(O)=O)C1)(=O)C1C=CC=CC=1.S(Cl)(Cl)=O>ClCCl>[C:1]([N:9]1[CH2:14][CH2:13][CH2:12][C@H:11]([C:15]([Cl:17])=[O:16])[CH2:10]1)(=[O:8])[C:2]1[CH:3]=[CH:4][CH:5]=[CH:6][CH:7]=1. Procedure: The reaction was run in the same manner as 1-benzoyl-3-piperidinecarbonyl chloride, starting with (S)-1-benzoyl-3-piperidinecarboxylic acid (6.30 g; 27.0 mmols), thionyl chloride (16.06 g, 135 mmol), and dry dichloromethane (150 ml), giving (S)-1-benzoyl-3-piperidinecarbonyl chloride as a light yellow oil, which was used without further purification. MS (in CH3CN) m/z (positive ion) 503 (40), 485 (42), 467 (40), 254 (60), 252 (MH+; 100), 234 (68). Starting materials: COC1=C(C(=O)N2CC(CC2)(CCOS(=O)(=O)C)C2=CC=CC=C2)C=C(C=C1)N1N=NN=C1 (1-(2-methoxy-5-(1H-tetrazol-1-yl)benzoyl)-3-phenyl-3-(2-methanesulfonyloxyethyl)pyrrolidine), C(C)OCCN1C(=NC2=C1C=CC=C2)NC2CCNCC2 ((1-(2-ethoxyethyl)-1H-benzimidazol-2-yl)(piperidin-4-yl)amine). Yields the product COC1=C(C(=O)N2CC(CC2)(C2=CC=CC=C2)CCN2CCC(CC2)NC2=NC3=C(N2CCOCC)C=CC=C3)C=C(C=C1)N1N=NN=C1 (1-(2-methoxy-5-(1H-tetrazol-1-yl)benzoyl)-3-(2-(4-(1-(2-ethoxyethyl)-1H-benzimidazol-2-yl-amino)piperidin-1-yl)ethyl)-3-phenylpyrrolidine). RXN SMILES: [CH3:1][O:2][C:3]1[CH:28]=[CH:27][C:26]([N:29]2[CH:33]=[N:32][N:31]=[N:30]2)=[CH:25][C:4]=1[C:5]([N:7]1[CH2:11][CH2:10][C:9]([C:19]2[CH:24]=[CH:23][CH:22]=[CH:21][CH:20]=2)([CH2:12][CH2:13]OS(C)(=O)=O)[CH2:8]1)=[O:6].[CH2:34]([O:36][CH2:37][CH2:38][N:39]1[C:43]2[CH:44]=[CH:45][CH:46]=[CH:47][C:42]=2[N:41]=[C:40]1[NH:48][CH:49]1[CH2:54][CH2:53][NH:52][CH2:51][CH2:50]1)[CH3:35]>>[CH3:1][O:2][C:3]1[CH:28]=[CH:27][C:26]([N:29]2[CH:33]=[N:32][N:31]=[N:30]2)=[CH:25][C:4]=1[C:5]([N:7]1[CH2:11][CH2:10][C:9]([CH2:12][CH2:13][N:52]2[CH2:51][CH2:50][CH:49]([NH:48][C:40]3[N:39]([CH2:38][CH2:37][O:36][CH2:34][CH3:35])[C:43]4[CH:44]=[CH:45][CH:46]=[CH:47][C:42]=4[N:41]=3)[CH2:54][CH2:53]2)([C:19]2[CH:20]=[CH:21][CH:22]=[CH:23][CH:24]=2)[CH2:8]1)=[O:6]. Reported procedure: Prepare by the method of Example 1.6 using 1-(2-methoxy-5-(1H-tetrazol-1-yl)benzoyl)-3-phenyl-3-(2-methanesulfonyloxyethyl)pyrrolidine and (1-(2-ethoxyethyl)-1H-benzimidazol-2-yl)(piperidin-4-yl)amine to give the title compound. The reactants are ClC=1C=C(C2=C(C=NCCO2)C1C)C(C)=O (1-(7-Chloro-6-methyl-2,3-dihydro-1,4-benzoxazepin-9-yl)ethanone), [BH4-].[Na+] (Sodium tetrahydroborate). Run in CO (methanol). Run at temperature 0 celsius, time 1 hour. Yields the product ClC=1C=C(C2=C(CNCCO2)C1C)C(C)O (1-(7-Chloro-6-methyl-2,3,4,5-tetrahydro-1,4-benzoxazepin-9-yl)ethanol). The yield is 92.3%. RXN SMILES: [Cl:1][C:2]1[CH:3]=[C:4]([C:14](=[O:16])[CH3:15])[C:5]2[O:11][CH2:10][CH2:9][N:8]=[CH:7][C:6]=2[C:12]=1[CH3:13].[BH4-].[Na+]>CO>[Cl:1][C:2]1[CH:3]=[C:4]([CH:14]([OH:16])[CH3:15])[C:5]2[O:11][CH2:10][CH2:9][NH:8][CH2:7][C:6]=2[C:12]=1[CH3:13] |f:1.2|. Procedure: 1-(7-Chloro-6-methyl-2,3-dihydro-1,4-benzoxazepin-9-yl)ethanone (630 mg, 2.6 mmol) was stirred in methanol (20 mL) and cooled to 0° C. Sodium tetrahydroborate (150 mg, 4.0 mmol) was added. The mixture was stirred for 1 hour at room temperature and evaporated. The mixture was extracted with ethyl acetate, washed with saturated sodium bicarbonate, brine, dried over sodium sulfate, filtered and evaporated gave the desired compound (580 mg, 90%). LCMS calculated for C12H17ClNO2 (M+H)+: m/z=242.1; fo...